From a dataset of the Open Reaction Database (ORD), a public repository of structured organic reaction records. describe an organic reaction: reactants, conditions, products, and yield Reactants: CCO, ClCCl, O=C1c2ccccc2C(=O)N1CCN1CCC(c2noc3cc(F)ccc23)CC1. The product is Cl, O=C1c2ccccc2C(=O)N1CCN1CCC(c2noc3cc(F)ccc23)CC1. As a reaction SMILES: [CH2:30]([OH:31])[CH3:32].[Cl:33][CH2:34][Cl:35].[F:1][c:2]1[cH:3][c:4]2[c:5]([c:6]([CH:9]3[CH2:10][CH2:11][N:12]([CH2:15][CH2:16][N:17]4[C:18](=[O:27])[c:19]5[c:20]([cH:23][cH:24][cH:25][cH:26]5)[C:21]4=[O:22])[CH2:13][CH2:14]3)[n:7][o:8]2)[cH:28][cH:29]1>>[ClH:33].[F:1][c:2]1[cH:3][c:4]2[c:5]([c:6]([CH:9]3[CH2:10][CH2:11][N:12]([CH2:15][CH2:16][N:17]4[C:18](=[O:27])[c:19]5[c:20]([cH:23][cH:24][cH:25][cH:26]5)[C:21]4=[O:22])[CH2:13][CH2:14]3)[n:7][o:8]2)[cH:28][cH:29]1.